From a dataset of the Open Reaction Database (ORD), a public repository of structured organic reaction records. describe an organic reaction: reactants, conditions, products, and yield Reactants: BrC1=CC=CC(=N1)C#N (6-Bromo-2-cyano-pyridine), C(C)(=O)O (acetic acid), [Na] (sodium). The solvent is C[O-].[Na+] (sodium methoxide), CO (methanol), CO (methanol). Conditions: time 15 minute. The product is N1=C(C=CC=C1)C(OC)=N (methyl 2-picoline imidate). Reaction SMILES: Br[C:2]1[N:7]=[C:6]([C:8]#[N:9])[CH:5]=[CH:4][CH:3]=1.[Na].[C:11](O)(=[O:13])C>C[O-].[Na+].CO>[N:7]1[CH:2]=[CH:3][CH:4]=[CH:5][C:6]=1[C:8](=[NH:9])[O:13][CH3:11] |f:3.4,^1:9|. Procedure: 6-Bromo-2-cyano-pyridine (20 g) was dissolved in a solution of sodium methoxide in methanol prepared from methanol (300 ml) and metallic sodium (1.26 g). After the solution was left to stand for 15 minutes, acetic acid (3.3 g) was added thereto, followed by concentration under reduced pressure. The resulting residue was dissolved in ether (300 ml) and insoluble materials were filtered out. The filtrate was concentrated under reduced pressure to obtain methyl 2-picoline imidate derivative. Starting materials: CC(C)C[Al](CC(C)C)c1c(C)cccc1C (effective_coupling_partner), CCN(CC)C(=O)Oc1cnccc1 (substrate). The reagents and catalysts are PCy3. Reaction conditions: temperature 70 celsius, time 24 hour. The product is Cc1cccc(C)c1c1cnccc1. The reactants are O=C(c1cccc(Cl)c1F)N1CCN(Cc2cc(Br)cc(Nc3nccs3)n2)CC1, C1COCCO1, CC1(C)c2cccc(P(c3ccccc3)c3ccccc3)c2Oc2c(P(c3ccccc3)c3ccccc3)cccc21, CCOC(C)=O, [K+], [K+], [K+], O=C1CCCN1, O=P([O-])([O-])[O-]. The product is O=C(c1cccc(Cl)c1F)N1CCN(Cc2cc(N3CCCC3=O)cc(Nc3nccs3)n2)CC1. RXN SMILES: [Br:1][c:2]1[cH:3][c:4]([NH:25][c:26]2[s:27][cH:28][cH:29][n:30]2)[n:5][c:6]([CH2:8][N:9]2[CH2:10][CH2:11][N:12]([C:15]([c:16]3[c:17]([F:23])[c:18]([Cl:22])[cH:19][cH:20][cH:21]3)=[O:24])[CH2:13][CH2:14]2)[cH:7]1.[CH2:87]1[O:88][CH2:89][CH2:90][O:91][CH2:92]1.[CH3:45][C:46]1([CH3:47])[c:48]2[cH:49][cH:50][cH:51][c:52]([P:53]([c:54]3[cH:55][cH:56][cH:57][cH:58][cH:59]3)[c:60]3[cH:61][cH:62][cH:63][cH:64][cH:65]3)[c:66]2[O:67][c:68]2[c:69]1[cH:70][cH:71][cH:72][c:73]2[P:74]([c:75]1[cH:76][cH:77][cH:78][cH:79][cH:80]1)[c:81]1[cH:82][cH:83][cH:84][cH:85][cH:86]1.[CH3:93][CH2:94][O:95][C:96](=[O:97])[CH3:98].[K+:42].[K+:43].[K+:44].[O:31]=[C:32]1[CH2:33][CH2:34][CH2:35][NH:36]1.[P:37]([O-:38])([O-:39])([O-:40])=[O:41]>>[c:2]1([N:36]2[C:32](=[O:31])[CH2:33][CH2:34][CH2:35]2)[cH:3][c:4]([NH:25][c:26]2[s:27][cH:28][cH:29][n:30]2)[n:5][c:6]([CH2:8][N:9]2[CH2:10][CH2:11][N:12]([C:15]([c:16]3[c:17]([F:23])[c:18]([Cl:22])[cH:19][cH:20][cH:21]3)=[O:24])[CH2:13][CH2:14]2)[cH:7]1.